This data is from the Open Reaction Database (ORD), a public repository of structured organic reaction records. The task is: describe an organic reaction: reactants, conditions, products, and yield Starting materials: S1C(=NC2=C1C=CC=C2)C(=O)NNC(=S)NC(C2=C(C=CC=C2OC)OC)=O (1-[(2-benzothiazolyl)carbonyl]-4-(2,6-dimethoxybenzoyl)thiosemicarbazide), CS(=O)(=O)O (methanesulfonic acid), S1C(=NC2=C1C=CC=C2)C2(SC=NN2)C=2C=CC(=C(C(=O)N)C2OC)OC (5-(2-benzothiazolyl-1,3,4-thiadiazol-2-yl]-2,6-dimethoxybenzamide). Yields the product S1C(=NC2=C1C=CC=C2)C2=NN=C(S2)NC(C2=C(C=CC=C2OC)OC)=O (N-[5-(2-benzothiazolyl)-1,3,4-thiadiazol-2-yl]-2,6-dimethoxybenzamide). Reaction SMILES: [S:1]1[C:5]2[CH:6]=[CH:7][CH:8]=[CH:9][C:4]=2[N:3]=[C:2]1[C:10]([NH:12][NH:13][C:14]([NH:16][C:17](=[O:28])[C:18]1[C:23]([O:24][CH3:25])=[CH:22][CH:21]=[CH:20][C:19]=1[O:26][CH3:27])=[S:15])=O.CS(O)(=O)=O.S1C2C=CC=CC=2N=C1C1(C2C=CC(OC)=C(C=2OC)C(N)=O)NN=CS1>>[S:1]1[C:5]2[CH:6]=[CH:7][CH:8]=[CH:9][C:4]=2[N:3]=[C:2]1[C:10]1[S:15][C:14]([NH:16][C:17](=[O:28])[C:18]2[C:23]([O:24][CH3:25])=[CH:22][CH:21]=[CH:20][C:19]=2[O:26][CH3:27])=[N:13][N:12]=1. Procedure details: A 4.2 g. portion of 1-[(2-benzothiazolyl)carbonyl]-4-(2,6-dimethoxybenzoyl)thiosemicarbazide was added dropwise with stirring to 16 g. of methanesulfonic acid. The product was 2.6 g. of N-[5-(2-benzothiazolyl-1,3,4-thiadiazol-2-yl]-2,6-dimethoxybenzamide, m.p. > 260°. Starting materials: COC(=O)C1CC(NC(=O)OCc2ccccc2)CN(C(=O)OC(C)(C)C)C1, CO, [Na+], [OH-]. The product is CC(C)(C)OC(=O)N1CC(NC(=O)OCc2ccccc2)CC(C(=O)O)C1. RXN SMILES: [CH2:1]([c:2]1[cH:3][cH:4][cH:5][cH:6][cH:7]1)[O:8][C:9](=[O:10])[NH:11][CH:12]1[CH2:13][CH:14]([C:25](=[O:26])[O:27][CH3:28])[CH2:15][N:16]([C:18](=[O:19])[O:20][C:21]([CH3:22])([CH3:23])[CH3:24])[CH2:17]1.[CH3:31][OH:32].[Na+:30].[OH-:29]>>[CH2:1]([c:2]1[cH:3][cH:4][cH:5][cH:6][cH:7]1)[O:8][C:9](=[O:10])[NH:11][CH:12]1[CH2:13][CH:14]([C:25](=[O:26])[OH:27])[CH2:15][N:16]([C:18](=[O:19])[O:20][C:21]([CH3:22])([CH3:23])[CH3:24])[CH2:17]1.